From a dataset of the Open Reaction Database (ORD), a public repository of structured organic reaction records. describe an organic reaction: reactants, conditions, products, and yield The reactants are NCc1ccccc1-c1ccccc1C(=O)NCCc1ccccn1, CC(OC(=O)C(N)c1ccccc1-c1ccccc1C(=O)NCCc1ccccn1)c1ccc(C(F)(F)F)cc1. Yields the product CC(OC(=O)NCc1ccccc1-c1ccccc1C(=O)NCCc1ccccn1)c1ccc(C(F)(F)F)cc1. As a reaction SMILES: [n:1]1[c:2]([CH2:7][CH2:8][NH:9][C:10](=[O:11])[c:12]2[c:13](-[c:18]3[c:19]([CH2:24][NH2:25])[cH:20][cH:21][cH:22][cH:23]3)[cH:14][cH:15][cH:16][cH:17]2)[cH:3][cH:4][cH:5][cH:6]1.[n:26]1[cH:27][cH:28][cH:29][cH:30][c:31]1[CH2:32][CH2:33][NH:34][C:35]([c:36]1[c:37](-[c:38]2[cH:39][cH:40][cH:41][cH:42][c:43]2[CH:44]([NH2:45])[C:51](=[O:52])[O:53][CH:54]([c:55]2[cH:56][cH:57][c:58]([C:61]([F:62])([F:63])[F:64])[cH:59][cH:60]2)[CH3:65])[cH:46][cH:47][cH:48][cH:49]1)=[O:50]>>[n:1]1[c:2]([CH2:7][CH2:8][NH:9][C:10](=[O:11])[c:12]2[c:13](-[c:18]3[c:19]([CH2:24][NH:25][C:51](=[O:52])[O:53][CH:54]([c:55]4[cH:56][cH:57][c:58]([C:61]([F:62])([F:63])[F:64])[cH:59][cH:60]4)[CH3:65])[cH:20][cH:21][cH:22][cH:23]3)[cH:14][cH:15][cH:16][cH:17]2)[cH:3][cH:4][cH:5][cH:6]1. Reactants: C([O-])([O-])=O.[Na+].[Na+] (sodium carbonate), BrC=1C=CC(=C(C1)C(=O)C1=CC=CC=C1)F ((5-bromo-2-fluorophenyl)(phenyl)methanone), aqueous solution, CC1(OB(OC1(C)C)C=1C=C2C=NNC2=CC1)C (5-(4,4,5,5-tetramethyl-1,3,2-dioxaborolan-2-yl)-1H-indazole), C(OC)COC (dimethoxyethane). Reagents/catalysts: Cl[Pd]([P](C1=CC=CC=C1)(C2=CC=CC=C2)C3=CC=CC=C3)([P](C4=CC=CC=C4)(C5=CC=CC=C5)C6=CC=CC=C6)Cl (dichlorobis(triphenyl-phosphine)palladium(II)). Run in C(C)O (ethanol). Reaction conditions: temperature 150 celsius. The product is FC1=C(C=C(C=C1)C=1C=C2C=NNC2=CC1)C(=O)C1=CC=CC=C1 ([2-fluoro-5-(1H-indazol-5-yl)phenyl](phenyl)methanone). Yield: 60.0%. RXN SMILES: Br[C:2]1[CH:3]=[CH:4][C:5]([F:16])=[C:6]([C:8]([C:10]2[CH:15]=[CH:14][CH:13]=[CH:12][CH:11]=2)=[O:9])[CH:7]=1.CC1(C)C(C)(C)OB([C:25]2[CH:26]=[C:27]3[C:31](=[CH:32][CH:33]=2)[NH:30][N:29]=[CH:28]3)O1.C(COC)OC.C(=O)([O-])[O-].[Na+].[Na+]>Cl[Pd](Cl)([P](C1C=CC=CC=1)(C1C=CC=CC=1)C1C=CC=CC=1)[P](C1C=CC=CC=1)(C1C=CC=CC=1)C1C=CC=CC=1.C(O)C>[F:16][C:5]1[CH:4]=[CH:3][C:2]([C:25]2[CH:26]=[C:27]3[C:31](=[CH:32][CH:33]=2)[NH:30][N:29]=[CH:28]3)=[CH:7][C:6]=1[C:8]([C:10]1[CH:15]=[CH:14][CH:13]=[CH:12][CH:11]=1)=[O:9] |f:3.4.5,^1:49,68|. Procedure details: The following reagents were mixed in no particular order and heated to 150° C. in a microwave for 1000 seconds: (5-bromo-2-fluorophenyl)(phenyl)methanone (from example 9, step 1) (278 mg, 1.0 mmol), 5-(4,4,5,5-tetramethyl-1,3,2-dioxaborolan-2-yl)-1H-indazole (486 mg, 2.0 mmol), dichlorobis(triphenyl-phosphine)palladium(II) (70 mg, 0.10 mmol), dimethoxyethane (2 mL), ethanol (1 mL) and a 2M aqueous solution of sodium carbonate (1 mL, 2.0 mmol). The reaction mixture was then filtered through a plu...